From a dataset of the Open Reaction Database (ORD), a public repository of structured organic reaction records. describe an organic reaction: reactants, conditions, products, and yield Starting materials: tetrakistriphenylphosphine palladium (0), ClC1=CC(=NC=C1I)N (4-Chloro-5-iodopyridin-2-amine), CN1CCCC1=O (NMP). The reagents and catalysts are [C-]#N.[Zn+2].[C-]#N (Zinc cyanide). Run at temperature 135 celsius. Product: NC1=NC=C(C#N)C(=C1)Cl (6-Amino-4-chloronicotinonitrile). Reaction SMILES: [Cl:1][C:2]1[C:7](I)=[CH:6][N:5]=[C:4]([NH2:9])[CH:3]=1.[CH3:10][N:11]1C(=O)CCC1>[C-]#N.[Zn+2].[C-]#N>[NH2:9][C:4]1[CH:3]=[C:2]([Cl:1])[C:7]([C:10]#[N:11])=[CH:6][N:5]=1 |f:2.3.4|. Reported procedure: (Tsuruoka, A., et. al. ibid) Zinc cyanide (0.254 g, 2.17 mmol) and tetrakistriphenylphosphine palladium (0) (0.460 g, 0.394 mmol) were added to a solution of compound ii (1.00 g, 3.94 mmol) in NMP (10 mL). The reaction mixture was heated under N2(g) to 135° C. for 2 h, cooled to room temperature and partitioned between EtOAc (30 mL) and aqueous ammonia solution (0.35%, 50 mL). The organic fraction was separated, washed successively with water (2×100 mL) and brine (30 mL), dried (MgSO4) and reduc...